Dataset: the Open Reaction Database (ORD), a public repository of structured organic reaction records. Task: describe an organic reaction: reactants, conditions, products, and yield Reactants: ClC1=CC2=C(C3=C(C[N+](=C2C2=CC=CC=C2)[O-])N=C(NC3=O)C)C=C1 (9-chloro-3-methyl-7-phenyl-5H-pyrimido[4,5-d][2]benzazepin-1(2H)-one 6-oxide), C(C)(=O)OC(C)=O (acetic anhydride). The product is C(C)(=O)OC1N=C(C2=C(C3=C1N=C(NC3=O)C)C=CC(=C2)Cl)C2=CC=CC=C2 (5-(Acetyloxy)-9-chloro-3-methyl-7-phenyl-5H-pyrimido[4,5-d][2]-benzazepin-1(2H)-one). Reaction SMILES: [Cl:1][C:2]1[CH:25]=[CH:24][C:5]2[C:6]3[C:21](=[O:22])[NH:20][C:19]([CH3:23])=[N:18][C:7]=3[CH2:8][N+:9]([O-])=[C:10]([C:11]3[CH:16]=[CH:15][CH:14]=[CH:13][CH:12]=3)[C:4]=2[CH:3]=1.[C:26]([O:29]C(=O)C)(=[O:28])[CH3:27]>>[C:26]([O:29][CH:8]1[C:7]2[N:18]=[C:19]([CH3:23])[NH:20][C:21](=[O:22])[C:6]=2[C:5]2[CH:24]=[CH:25][C:2]([Cl:1])=[CH:3][C:4]=2[C:10]([C:11]2[CH:16]=[CH:15][CH:14]=[CH:13][CH:12]=2)=[N:9]1)(=[O:28])[CH3:27]. Procedure details: A mixture of 0.5 g (1.4 mmol) of 9-chloro-3-methyl-7-phenyl-5H-pyrimido[4,5-d][2]benzazepin-1(2H)-one 6-oxide and 10 mL of acetic anhydride was heated on a steam bath for 3 hr. The reaction mixture was concentrated at reduced pressure and the crystalline product separated. Recrystallization from methylene chloride gave the product as cream colored crystals, mp >320°. Starting materials: C(CC)N(S(=O)(=O)C1=CC=CC=C1)CCO (N-propyl-N-(2-hydroxyethyl)benzenesulfonamide), O1C(C(=O)OC)C1(C1=CC=CC=C1)C1=CC=CC=C1 (methyl 2,3-epoxy-3,3-diphenylpropionate), C1(=CC=C(C=C1)S(=O)(=O)O)C (p-toluenesulfonic acid). Run in C(Cl)Cl (methylene chloride), C(Cl)Cl (methylene chloride). Run at time 24 hour. Yields the product OC(C(=O)OC)C(C1=CC=CC=C1)(C1=CC=CC=C1)OCCN(S(=O)(=O)C1=CC=CC=C1)CCC (Methyl 2-hydroxy-3-(2-(N-propyl-N-benzenesulfonylamino)ethoxy)-3,3-diphenylpropionate). Reaction SMILES: [CH2:1]([N:4]([CH2:14][CH2:15][OH:16])[S:5]([C:8]1[CH:13]=[CH:12][CH:11]=[CH:10][CH:9]=1)(=[O:7])=[O:6])[CH2:2][CH3:3].[O:17]1[C:23]([C:30]2[CH:35]=[CH:34][CH:33]=[CH:32][CH:31]=2)([C:24]2[CH:29]=[CH:28][CH:27]=[CH:26][CH:25]=2)[CH:18]1[C:19]([O:21][CH3:22])=[O:20].C1(C)C=CC(S(O)(=O)=O)=CC=1>C(Cl)Cl>[OH:17][CH:18]([C:23]([O:16][CH2:15][CH2:14][N:4]([CH2:1][CH2:2][CH3:3])[S:5]([C:8]1[CH:9]=[CH:10][CH:11]=[CH:12][CH:13]=1)(=[O:7])=[O:6])([C:30]1[CH:35]=[CH:34][CH:33]=[CH:32][CH:31]=1)[C:24]1[CH:25]=[CH:26][CH:27]=[CH:28][CH:29]=1)[C:19]([O:21][CH3:22])=[O:20]. Procedure details: 7.3 g (30 mmol) of N-propyl-N-(2-hydroxyethyl)benzenesulfonamide and 7.6 g (30 mmol) of methyl 2,3-epoxy-3,3-diphenylpropionate were dissolved in 40 ml of methylene chloride and, with ice-cooling, 0.57 g (3 mmol) of p-toluenesulfonic acid was added. The reaction mixture was stirred at room temperature for 24 hours and then diluted with methylene chloride and extracted with 2M aqueous sodium hydroxide solution, the organic phase was separated off and dried over sodium sulfate and the solvent was ... Reaction SMILES: [C:1]([CH2:3][C:4]1[C:12]2[C:7](=[N:8][CH:9]=[CH:10][CH:11]=2)[NH:6][C:5]=1[C:13]1[CH:18]=[CH:17][CH:16]=[CH:15][CH:14]=1)#[N:2].[OH-].[K+].C([OH:25])(C)(C)C>O>[C:1]([CH2:3][C:4]1[C:12]2[C:7](=[N:8][CH:9]=[CH:10][CH:11]=2)[NH:6][C:5]=1[C:13]1[CH:18]=[CH:17][CH:16]=[CH:15][CH:14]=1)(=[O:25])[NH2:2] |f:1.2|. Procedure: 3-(Cyanomethyl)-2-phenylpyrrolo[2,3-b]pyridine (0.37 g, 1.39 mmol), powdered KOH (0.82 g), and t-butanol (5 ml) were heated to reflux under argon for 3 h. The reaction mixture was then cooled to room temperature and diluted with deionized water (6.5 ml) to give a precipitate. The suspension was extracted with methylene chloride and filtered. The filter cake consisted of pure title compound. Solvent: O (water). Starting materials: C(#N)CC1=C(NC2=NC=CC=C21)C2=CC=CC=C2 (3-(Cyanomethyl)-2-phenylpyrrolo[2,3-b]pyridine), [OH-].[K+] (KOH), C(C)(C)(C)O (t-butanol). The product is C(N)(=O)CC1=C(NC2=NC=CC=C21)C2=CC=CC=C2 (3-(carbamoylmethyl)-2-phenylpyrrolo[2.3-b]pyridine).